From a dataset of the Open Reaction Database (ORD), a public repository of structured organic reaction records. describe an organic reaction: reactants, conditions, products, and yield The reactants are COC1=CC=C(C=C1)N1CCNCC1 (1-(4-methoxyphenyl)piperazine), ClCCC(COC1=CC=C(C=C1)F)O (4-chloro-1-(4-fluorophenoxy)-2-butanol), C([O-])([O-])=O.[Na+].[Na+] (sodium carbonate), [I-].[K+] (potassium iodide). The solvent is CC(C)O (2-propanol), C(CCC)O (1-butanol). Product: O.Cl.FC1=CC=C(OCC(CCN2CCN(CC2)C2=CC=C(C=C2)OC)O)C=C1 (1-(4-Fluorophenoxy)-4-[4-(4-methoxyphenyl)-1-piperazinyl]-2-butanol monohydrochloride monohydrate), Cl (hydrogen chloride). As a reaction SMILES: [CH3:1][O:2][C:3]1[CH:8]=[CH:7][C:6]([N:9]2[CH2:14][CH2:13][NH:12][CH2:11][CH2:10]2)=[CH:5][CH:4]=1.[Cl:15][CH2:16][CH2:17][CH:18]([OH:28])[CH2:19][O:20][C:21]1[CH:26]=[CH:25][C:24]([F:27])=[CH:23][CH:22]=1.C(=O)([O-])[O-].[Na+].[Na+].[I-].[K+]>CC(O)C.C(O)CCC>[OH2:2].[ClH:15].[F:27][C:24]1[CH:25]=[CH:26][C:21]([O:20][CH2:19][CH:18]([OH:28])[CH2:17][CH2:16][N:12]2[CH2:13][CH2:14][N:9]([C:6]3[CH:5]=[CH:4][C:3]([O:2][CH3:1])=[CH:8][CH:7]=3)[CH2:10][CH2:11]2)=[CH:22][CH:23]=1.[ClH:15] |f:2.3.4,5.6,9.10.11|. Procedure: This compound was prepared according to the procedure of Example 97. A mixture of 3.0 g (0.015 mole) of 1-(4-methoxyphenyl)piperazine, 3.4 g (0.015 mole) of 4-chloro-1-(4-fluorophenoxy)-2-butanol, 5.2 g (0.05 mole) of anhydrous sodium carbonate and 0.1 g of potassium iodide in a total volume of 200 ml of 1-butanol gave an oil as residue. The hydrochloride was formed in 2-propanol saturated with hydrogen chloride and the collected solid was recrystallized from methanol-water-ethyl ether to give 3... RXN SMILES: [CH3:40][N:41]([CH3:42])[CH2:43][CH2:44][CH2:45][N:46]=[C:47]=[N:48][CH2:49][CH3:50].[CH3:51][N:52]([CH3:53])[CH:54]=[O:55].[CH3:56][CH2:57][O:58][C:59](=[O:60])[CH3:61].[ClH:39].[NH2:31][CH2:32][c:33]1[cH:34][cH:35][cH:36][cH:37][cH:38]1.[OH:1][CH:2]1[CH2:3][CH2:4][CH:5]([NH:8][c:9]2[c:10]([C:11](=[O:12])[OH:13])[cH:14][c:15]([N+:18](=[O:19])[O-:20])[cH:16][cH:17]2)[CH2:6][CH2:7]1.[OH:21][n:22]1[c:23]2[cH:24][cH:25][cH:26][cH:27][c:28]2[n:29][n:30]1>>[OH:1][CH:2]1[CH2:3][CH2:4][CH:5]([NH:8][c:9]2[c:10]([C:11](=[O:13])[NH:31][CH2:32][c:33]3[cH:34][cH:35][cH:36][cH:37][cH:38]3)[cH:14][c:15]([N+:18](=[O:19])[O-:20])[cH:16][cH:17]2)[CH2:6][CH2:7]1. The reactants are CCN=C=NCCCN(C)C, CN(C)C=O, CCOC(C)=O, Cl, NCc1ccccc1, O=C(O)c1cc([N+](=O)[O-])ccc1NC1CCC(O)CC1, On1nnc2ccccc21. Yields the product O=C(NCc1ccccc1)c1cc([N+](=O)[O-])ccc1NC1CCC(O)CC1. Starting materials: CCc1ccc(F)c(O[Si](C)(C)C(C)(C)C)c1, C1CCOC1, [Li]CCCC, CN(C)CCN(C)CCN(C)C, CCOC(C)=O, CN(C)C=O. Product: CCc1cc(C=O)c(F)c(O[Si](C)(C)C(C)(C)C)c1. As a reaction SMILES: [C:1]([CH3:2])([CH3:3])([CH3:4])[Si:5]([CH3:6])([CH3:7])[O:8][c:9]1[c:10]([F:17])[cH:11][cH:12][c:13]([CH2:15][CH3:16])[cH:14]1.[CH2:28]1[O:29][CH2:30][CH2:31][CH2:32]1.[CH3:18][CH2:19][CH2:20][CH2:21][Li:22].[CH3:33][N:34]([CH3:35])[CH2:36][CH2:37][N:38]([CH3:39])[CH2:40][CH2:41][N:42]([CH3:43])[CH3:44].[CH3:45][CH2:46][O:47][C:48]([CH3:49])=[O:50].[O:23]=[CH:24][N:25]([CH3:26])[CH3:27]>>[C:1]([CH3:2])([CH3:3])([CH3:4])[Si:5]([CH3:6])([CH3:7])[O:8][c:9]1[c:10]([F:17])[c:11]([CH:24]=[O:23])[cH:12][c:13]([CH2:15][CH3:16])[cH:14]1. The reactants are C(CCC)[Li] (butyllithium), [Si](C)(C)(C(C)(C)C)OCC=1C=C(COC=2C=C(C=CC2)C2=C(C=C(C=C2)Br)C)C=CC1CO[Si](C)(C)C(C)(C)C (3′-[3,4-bis-(tert-butyldimethylsilanyloxymethyl)benzyloxy]-4-bromo-2-methylbiphenyl), CC(C=O)(C)C (2,2-dimethylpropionaldehyde). Solvent: C1CCOC1 (THF). Run at temperature -78 celsius. Yields the product [Si](C)(C)(C(C)(C)C)OCC=1C=C(COC=2C=C(C=CC2)C2=C(C=C(C=C2)C(C(C)(C)C)O)C)C=CC1CO[Si](C)(C)C(C)(C)C (1-{3′-[3,4-Bis-(tert-butyldimethylsilanyloxymethyl)benzyloxy]-2-methylbiphenyl-4-yl}-2,2-dimethyl-1-propanol). Reaction SMILES: [Si:1]([O:8][CH2:9][C:10]1[CH:11]=[C:12]([CH:29]=[CH:30][C:31]=1[CH2:32][O:33][Si:34]([C:37]([CH3:40])([CH3:39])[CH3:38])([CH3:36])[CH3:35])[CH2:13][O:14][C:15]1[CH:16]=[C:17]([C:21]2[CH:26]=[CH:25][C:24](Br)=[CH:23][C:22]=2[CH3:28])[CH:18]=[CH:19][CH:20]=1)([C:4]([CH3:7])([CH3:6])[CH3:5])([CH3:3])[CH3:2].C([Li])CCC.[CH3:46][C:47]([CH3:51])([CH3:50])[CH:48]=[O:49]>C1COCC1>[Si:1]([O:8][CH2:9][C:10]1[CH:11]=[C:12]([CH:29]=[CH:30][C:31]=1[CH2:32][O:33][Si:34]([C:37]([CH3:40])([CH3:39])[CH3:38])([CH3:36])[CH3:35])[CH2:13][O:14][C:15]1[CH:16]=[C:17]([C:21]2[CH:26]=[CH:25][C:24]([CH:48]([OH:49])[C:47]([CH3:51])([CH3:50])[CH3:46])=[CH:23][C:22]=2[CH3:28])[CH:18]=[CH:19][CH:20]=1)([C:4]([CH3:7])([CH3:6])[CH3:5])([CH3:3])[CH3:2]. Procedure details: 2 g (3 mmol) of 3′-[3,4-bis-(tert-butyldimethylsilanyloxymethyl)benzyloxy]-4-bromo-2-methylbiphenyl are dissolved in 30 mL of anhydrous THF and the mixture is cooled to −78° C. 1.4 mL (3.5 mmol) of 2.5 M butyllithium are added slowly and the mixture is maintained at −78° C. for 1 hour. 400 mL (3.7 mmol) of 2,2-dimethylpropionaldehyde are added dropwise and the medium is warmed slowly to room temperature and then treated according to the usual treatment. The desired product is obtained in the for... Starting materials: ClC(Cl)Cl, Cc1ccc(S(=O)(=O)N2C(CCCO)CCC2c2ccc(F)cc2)cc1. Product: COCCCC1CCC(c2ccc(F)cc2)N1S(=O)(=O)c1ccc(C)cc1. As a reaction SMILES: [CH:27]([Cl:28])([Cl:29])[Cl:30].[F:1][c:2]1[cH:3][cH:4][c:5]([CH:8]2[CH2:9][CH2:10][CH:11]([CH2:23][CH2:24][CH2:25][OH:26])[N:12]2[S:13](=[O:14])(=[O:15])[c:16]2[cH:17][cH:18][c:19]([CH3:22])[cH:20][cH:21]2)[cH:6][cH:7]1>>[F:1][c:2]1[cH:3][cH:4][c:5]([CH:8]2[CH2:9][CH2:10][CH:11]([CH2:23][CH2:24][CH2:25][O:26][CH3:27])[N:12]2[S:13](=[O:14])(=[O:15])[c:16]2[cH:17][cH:18][c:19]([CH3:22])[cH:20][cH:21]2)[cH:6][cH:7]1. Starting materials: NC1=C(C(=NN1)NC1=CC(=C(C=C1)Br)Cl)C(=O)N (5-amino-3-((4-bromo-3-chlorophenyl)amino)-1H-pyrazole-4-carboxamide), OC1=CC=C(C=O)C=C1 (4-hydroxybenzaldehyde). Reagents/catalysts: N1CCCCC1 (piperidine). Solvent: CCO (EtOH). Product: BrC1=C(C=C(C=C1)NC1=NNC(=C1C(=O)N)N=CC1=CC=C(C=C1)O)Cl (3-((4-bromo-3-chlorophenyl)amino)-5-((4-hydroxybenzylidene)amino)-1H-pyrazole-4-carboxamide). RXN SMILES: [NH2:1][C:2]1[NH:6][N:5]=[C:4]([NH:7][C:8]2[CH:13]=[CH:12][C:11]([Br:14])=[C:10]([Cl:15])[CH:9]=2)[C:3]=1[C:16]([NH2:18])=[O:17].[OH:19][C:20]1[CH:27]=[CH:26][C:23]([CH:24]=O)=[CH:22][CH:21]=1>CCO.N1CCCCC1>[Br:14][C:11]1[CH:12]=[CH:13][C:8]([NH:7][C:4]2[C:3]([C:16]([NH2:18])=[O:17])=[C:2]([N:1]=[CH:24][C:23]3[CH:26]=[CH:27][C:20]([OH:19])=[CH:21][CH:22]=3)[NH:6][N:5]=2)=[CH:9][C:10]=1[Cl:15]. Reported procedure: 5-amino-3-((4-bromo-3-chlorophenyl)amino)-1H-pyrazole-4-carboxamide was then suspended in 8 mL EtOH and 4-hydroxybenzaldehyde (194 mg, 1 eq.) and piperidine (4 drops) were added. Stirred at reflux until intermediate was absent (HPLC). After reaction was complete (18 hrs) it was brought to room temperature and filtered to obtain 3-((4-bromo-3-chlorophenyl)amino)-5-((4-hydroxybenzylidene)amino)-1H-pyrazole-4-carboxamide as a yellow powder. Powder was washed with EtOH to remove any excess 4-hydroxy...